This data is from the Open Reaction Database (ORD), a public repository of structured organic reaction records. The task is: describe an organic reaction: reactants, conditions, products, and yield The reactants are N (ammonia), C1=C(C=CC=C1O)C (meta-cresol), NC=1C(N(N(C1C)C)C1=CC=CC=C1)=O (4-amino-1,5-dimethyl-2-phenyl-1,2-dihydro-3H-pyrazol-3-one). Reagents/catalysts: [Fe-3](C#N)(C#N)(C#N)(C#N)(C#N)C#N.[K+].[K+].[K+] (potassium ferricyanide). Run in CC(C)O (2-propanol), O (water). Product: CN1N(C(C(=C1C)\N=C\1/C(=CC(C=C1)=O)C)=O)C1=CC=CC=C1 (1,5-dimethyl-4-{[(1Z)-2-methyl-4-oxocyclohexa-2,5-dien-1-ylidene]amino}-2-phenyl-1,2-dihydro-3H-pyrazol-3-one). RXN SMILES: [NH2:1][C:2]1[C:3](=[O:15])[N:4]([C:9]2[CH:14]=[CH:13][CH:12]=[CH:11][CH:10]=2)[N:5]([CH3:8])[C:6]=1[CH3:7].[CH:16]1[C:21]([OH:22])=[CH:20][CH:19]=[CH:18][C:17]=1[CH3:23].N>O.CC(O)C.[Fe-3](C#N)(C#N)(C#N)(C#N)(C#N)C#N.[K+].[K+].[K+]>[CH3:8][N:5]1[C:6]([CH3:7])=[C:2](/[N:1]=[C:18]2\[C:17]([CH3:23])=[CH:16][C:21](=[O:22])[CH:20]=[CH:19]\2)[C:3](=[O:15])[N:4]1[C:9]1[CH:10]=[CH:11][CH:12]=[CH:13][CH:14]=1 |f:5.6.7.8|. Procedure: 10 mmol of 4-amino-1,5-dimethyl-2-phenyl-1,2-dihydro-3H-pyrazol-3-one was dissolved in 30 ml of water. This solution was admixed with 10 mmol of meta-cresol in solution in 30 ml of 2-propanol, 3 ml of 20% aqueous ammonia and 22 mmol of potassium ferricyanide at a temperature ranging from 5 to 10° C. Starting materials: CCC1OC(=O)C(C)C(OC2CC(C)(OC)C(O)C(C)O2)C(C)C(OC2OC(C)CC(N(C)C)C2O)C(C)(O)CC(C)C(=O)C(C)C(O)C1(C)O, CC#N, ClC(Cl)Cl, O=[N+]([O-])O. Yields the product CCC1OC(=O)C(C)C(OC2CC(C)(OC)C(O)C(C)O2)C(C)C(OC2OC(C)CC(N(C)C)C2O)C(C)(O)CC(C)C(=O)C(C)C(O)C1(C)O, O=[N+]([O-])[O-]. Reaction SMILES: [CH3:1][CH2:2][CH:3]1[O:4][C:5](=[O:6])[CH:7]([CH3:8])[CH:9]([O:10][CH:11]2[CH2:12][C:13]([CH3:14])([O:15][CH3:16])[CH:17]([OH:18])[CH:19]([CH3:20])[O:21]2)[CH:22]([CH3:23])[CH:24]([O:25][CH:26]2[O:27][CH:28]([CH3:29])[CH2:30][CH:31]([N:34]([CH3:35])[CH3:36])[CH:32]2[OH:33])[C:37]([CH3:38])([OH:39])[CH2:40][CH:41]([CH3:42])[C:43](=[O:44])[CH:45]([CH3:46])[CH:47]([OH:48])[C:49]1([CH3:50])[OH:51].[CH3:60][C:61]#[N:62].[CH:56]([Cl:57])([Cl:58])[Cl:59].[OH:52][N+:53]([O-:54])=[O:55]>>[CH3:1][CH2:2][CH:3]1[O:4][C:5](=[O:6])[CH:7]([CH3:8])[CH:9]([O:10][CH:11]2[CH2:12][C:13]([CH3:14])([O:15][CH3:16])[CH:17]([OH:18])[CH:19]([CH3:20])[O:21]2)[CH:22]([CH3:23])[CH:24]([O:25][CH:26]2[O:27][CH:28]([CH3:29])[CH2:30][CH:31]([N:34]([CH3:35])[CH3:36])[CH:32]2[OH:33])[C:37]([CH3:38])([OH:39])[CH2:40][CH:41]([CH3:42])[C:43](=[O:44])[CH:45]([CH3:46])[CH:47]([OH:48])[C:49]1([CH3:50])[OH:51].[O:52]=[N+:53]([O-:54])[O-:55]. The reactants are FC1=C(C=CC=C1)S(=O)(=O)F (2-fluorobenzenesulfonyl fluoride), FC1=C(C=CC=C1)S(=O)(=O)C(F)(F)F (1-fluoro-2-((trifluoromethyl)sulfonyl)benzene), C[Si](C)(C)C(F)(F)F (Ruppert's reagent), ((CH3)2N)3S, CN(C)[S+](N(C)C)N(C)C.C[Si-](C)(C)(F)F (TASF), FC1=C(C=CC=C1)S(=O)(=O)C(F)(F)F (1-fluoro-2-((trifluoromethyl)sulfonyl)benzene), ClS(=O)(=O)O (chlorosulfonic acid). Solvent: ClCCl (dichloromethane), O1CCCC1 (tetrahydrofuran), C(OC)COC (dimethoxyethane), O1CCCC1 (tetrahydrofuran), C1(=CC=CC=C1)C (toluene). The product is FC1=C(C=C(C=C1)S(=O)(=O)Cl)S(=O)(=O)C(F)(F)F (4-fluoro-3-((trifluoromethyl)sulfonyl)benzenesulfonyl chloride). As a reaction SMILES: FC1C=CC=CC=1S(F)(=O)=O.[F:12][C:13]1[CH:18]=[CH:17][CH:16]=[CH:15][C:14]=1[S:19]([C:22]([F:25])([F:24])[F:23])(=[O:21])=[O:20].C[Si](C(F)(F)F)(C)C.CN([S+](N(C)C)N(C)C)C.C[Si-](F)(F)(C)C.[Cl:50][S:51](O)(=[O:53])=[O:52]>C(COC)OC.C1(C)C=CC=CC=1.ClCCl.O1CCCC1>[F:12][C:13]1[CH:18]=[CH:17][C:16]([S:51]([Cl:50])(=[O:53])=[O:52])=[CH:15][C:14]=1[S:19]([C:22]([F:23])([F:24])[F:25])(=[O:20])=[O:21] |f:3.4|. Procedure: Scheme 2 shows two routes used to make 4-(((1R)-3-morpholin-4-yl-1-((phenylthio)methyl)propyl)amino)-3-((trifluoromethyl)sulfonyl)benzenesulfonamide (17). One route involves reacting commercially available 2-fluorobenzenesulfonyl chloride (11) with TBAF (tetra-n-butylammonium fluoride) to provide 2-fluorobenzenesulfonyl fluoride (12). The reaction is typically performed below room temperature in a solvent such as but not limited to tetrahydrofuran. 2-Fluorobenzenesulfonyl fluoride (12) can be co... Reactants: Cl.FC1=CC=C(C=C1)S(=O)(=O)CC1CNC1 (3-{[(4-Fluorophenyl)sulfonyl]methyl}azetidine hydrochloride), BrCC(=O)C1=CSC=C1 (2-bromo-1-(3-thienyl)ethanone). Yields the product FC1=CC=C(C=C1)S(=O)(=O)CC1CN(C1)CC(=O)C1=CSC=C1 (2-(3-{[(4-Fluorophenyl)sulfonyl]methyl}azetidin-1-yl)-1-(3-thienyl)ethanone). RXN SMILES: Cl.[F:2][C:3]1[CH:8]=[CH:7][C:6]([S:9]([CH2:12][CH:13]2[CH2:16][NH:15][CH2:14]2)(=[O:11])=[O:10])=[CH:5][CH:4]=1.Br[CH2:18][C:19]([C:21]1[CH:25]=[CH:24][S:23][CH:22]=1)=[O:20]>>[F:2][C:3]1[CH:8]=[CH:7][C:6]([S:9]([CH2:12][CH:13]2[CH2:16][N:15]([CH2:18][C:19]([C:21]3[CH:25]=[CH:24][S:23][CH:22]=3)=[O:20])[CH2:14]2)(=[O:11])=[O:10])=[CH:5][CH:4]=1 |f:0.1|. Procedure: Prepared according to the method of Example 2 using 3-{[(4-fluorophenyl)sulfonyl]methyl}azetidine hydrochloride (Example 1 Step 4) and 2-bromo-1-(3-thienyl)ethanone. 1H NMR (500 MHz, d6-DMSO) δ 10.51 (1H, s), 8.52 (1H, s), 7.96 (2H, dd, J=5.1, 8.7 Hz), 7.72 (1H, dd, J=2.8, 5.0 Hz), 7.55 (2H, t, J=8.8 Hz), 7.49 (1H, d, J=4.3 Hz), 4.91 (2H, s), 4.19 (2H, s), 4.00 (2H, s), 3.82 (2H, d, J=6.7 Hz), 3.10–3.03 (1H, m); m/z (ES+) 354 (M+H)+. Reactants: C(C)(=O)O[C@@H]1C[C@@H]2CC[C@H]3[C@@H]4C[C@H]([C@@H]([C@@]4(C)CC[C@@H]3[C@]2(CC1)C)NC)O (17β-methylamino-5α-androstane-3β,16α-diol 3-acetate), Cl (hydrogen chloride), CCOCC (Ether). Run in CO (methanol), C(Cl)(Cl)Cl (chloroform), CO (methanol). Product: Cl.C(C)(=O)O[C@@H]1C[C@@H]2CC[C@H]3[C@@H]4C[C@H]([C@@H]([C@@]4(C)CC[C@@H]3[C@]2(CC1)C)NC)O (17β-Methylamino-5α-androstane-3β,16α-diol 3-acetate hydrochloride). As a reaction SMILES: [ClH:1].[C:2]([O:5][C@H:6]1[CH2:23][CH2:22][C@@:21]2([CH3:24])[C@@H:8]([CH2:9][CH2:10][C@@H:11]3[C@@H:20]2[CH2:19][CH2:18][C@@:16]2([CH3:17])[C@H:12]3[CH2:13][C@@H:14]([OH:27])[C@@H:15]2[NH:25][CH3:26])[CH2:7]1)(=[O:4])[CH3:3].CCOCC>CO.C(Cl)(Cl)Cl>[ClH:1].[C:2]([O:5][C@H:6]1[CH2:23][CH2:22][C@@:21]2([CH3:24])[C@@H:8]([CH2:9][CH2:10][C@@H:11]3[C@@H:20]2[CH2:19][CH2:18][C@@:16]2([CH3:17])[C@H:12]3[CH2:13][C@@H:14]([OH:27])[C@@H:15]2[NH:25][CH3:26])[CH2:7]1)(=[O:4])[CH3:3] |f:5.6|. Reported procedure: A cold (0° C.) solution of hydrogen chloride (2 g) in methanol (10 ml) was added with stirring to a solution of 17β-methylamino-5α-androstane-3β,16α-diol 3-acetate (16 g) in methanol (16 ml) and chloroform (48 ml) at 0° C. Ether (300 ml) was added to precipitate 17β-methylamino-5α-androstane-3β,16α-diol 3-acetate hydrochloride as prisms (16 g), m.p. >270° C. (decomp.), [α]D +113° (C 1.04 in MeOH).